describe an organic reaction: reactants, conditions, products, and yield From a dataset of the Open Reaction Database (ORD), a public repository of structured organic reaction records. Starting materials: S(O)(O)(=O)=O (sulfuric acid), C([O-])([O-])=O.[Na+].[Na+] (sodium carbonate), Cl.Cl.N(C(=N)N)C=1SC=C(N1)C(=O)C=1N=C(NC1)N (2-guanidino-4-(2-amino- 4-imidazoyl)thiazole dihydrochloride), [N+](=O)([O-])[O-].[Na+] (sodium nitrate), [PH2](=O)O (hypophosphorous acid), C (charcoal). The solvent is O (water), CO (methanol), O (water), O (water). Run at time 10 minute. The product is N(C(=N)N)C=1SC=C(N1)C(=O)C=1N=CNC1 (2-guanidino-4-(4-imidazoyl)thiazole). Yield: 4.5%. RXN SMILES: S(=O)(=O)(O)O.[N+]([O-])([O-])=O.[Na+].[PH2](O)=O.Cl.Cl.[NH:16]([C:20]1[S:21][CH:22]=[C:23]([C:25]([C:27]2[N:28]=[C:29](N)[NH:30][CH:31]=2)=[O:26])[N:24]=1)[C:17]([NH2:19])=[NH:18].C(=O)([O-])[O-].[Na+].[Na+].C>O.CO>[NH:16]([C:20]1[S:21][CH:22]=[C:23]([C:25]([C:27]2[N:28]=[CH:29][NH:30][CH:31]=2)=[O:26])[N:24]=1)[C:17]([NH2:19])=[NH:18] |f:1.2,4.5.6,7.8.9|. Procedure: A mixture of 42 ml of concentrated sulfuric acid and 21 ml of water was cooled to -10° and 1.56 g (22.7 mmol) of sodium nitrate was added. Afrer stirring at -5° for ten minutes, 8.1 ml (78 mmol) of cold 50% hypophosphorous acid was added and stirring was continued for another 10 minutes at -5°. A solution of 2.5 g (8.4 mmol) of 2-guanidino-4-(2-amino- 4-imidazoyl)thiazole dihydrochloride in 100 ml of water was added dropwise over 0.5 hour. The reaction was stirred at 50° for 2 hours, then at roo... Reactants: C1CCOC1, COB1OC(C)(C)C(C)(C)O1, Ic1cnn(CCOC2CCCCO2)c1. Product: CC1(C)OB(c2cnn(CCOC3CCCCO3)c2)OC1(C)C. Reaction SMILES: [CH2:27]1[O:28][CH2:29][CH2:30][CH2:31]1.[CH3:16][O:17][B:18]1[O:19][C:20]([CH3:25])([CH3:26])[C:21]([CH3:23])([CH3:24])[O:22]1.[I:1][c:2]1[cH:3][n:4][n:5]([CH2:7][CH2:8][O:9][CH:10]2[O:11][CH2:12][CH2:13][CH2:14][CH2:15]2)[cH:6]1>>[c:2]1([B:18]2[O:19][C:20]([CH3:25])([CH3:26])[C:21]([CH3:23])([CH3:24])[O:22]2)[cH:3][n:4][n:5]([CH2:7][CH2:8][O:9][CH:10]2[O:11][CH2:12][CH2:13][CH2:14][CH2:15]2)[cH:6]1.